This data is from the Open Reaction Database (ORD), a public repository of structured organic reaction records. The task is: describe an organic reaction: reactants, conditions, products, and yield The reactants are BrC1CCCC1 (Bromocyclopentane), C1(=CC=CC=C1)P(C1=CC=CC=C1)C1=CC=CC=C1 (triphenylphosphine), raw material. Run in C1(=CC=CC=C1)C (toluene). Product: [Br-].C1(CCCC1)[P+](C1=CC=CC=C1)(C1=CC=CC=C1)C1=CC=CC=C1 (cyclopentyl triphenylphosphonium bromide). RXN SMILES: [Br:1][CH:2]1[CH2:6][CH2:5][CH2:4][CH2:3]1.[C:7]1([P:13]([C:20]2[CH:25]=[CH:24][CH:23]=[CH:22][CH:21]=2)[C:14]2[CH:19]=[CH:18][CH:17]=[CH:16][CH:15]=2)[CH:12]=[CH:11][CH:10]=[CH:9][CH:8]=1>C1(C)C=CC=CC=1>[Br-:1].[CH:2]1([P+:13]([C:14]2[CH:15]=[CH:16][CH:17]=[CH:18][CH:19]=2)([C:20]2[CH:25]=[CH:24][CH:23]=[CH:22][CH:21]=2)[C:7]2[CH:8]=[CH:9][CH:10]=[CH:11][CH:12]=2)[CH2:6][CH2:5][CH2:4][CH2:3]1 |f:3.4|. Procedure: Bromocyclopentane and triphenylphosphine are directly heated to 110° C. for 6 hrs in the absence of a solvent, and part of the unreacted raw material is dissolved in toluene, to obtain cyclopentyl triphenylphosphonium bromide. The resulting cyclopentyl triphenylphosphonium bromide is reacted with potassium tert-butoxide in the solvent tetrahydrofuran at 0° C. to generate the corresponding Ylide reagent, which undergoes Witting reaction with Reactants: C(C1=CC=CC=C1)C#N (benzylcyanide), ClCC(=O)Cl (chloroacetylchloride), [Al+3].[Cl-].[Cl-].[Cl-] (AlCl3). The solvent is C(=S)=S (carbon disulfide). Conditions: temperature 0 celsius, time 2 hour. Product: ClCC(=O)C1=CC=C(CC#N)C=C1 (p-Chloroacetylbenzylcyanide). RXN SMILES: [CH2:1]([C:8]#[N:9])[C:2]1[CH:7]=[CH:6][CH:5]=[CH:4][CH:3]=1.[Cl:10][CH2:11][C:12](Cl)=[O:13].[Al+3].[Cl-].[Cl-].[Cl-]>C(=S)=S>[Cl:10][CH2:11][C:12]([C:5]1[CH:6]=[CH:7][C:2]([CH2:1][C:8]#[N:9])=[CH:3][CH:4]=1)=[O:13] |f:2.3.4.5|. Procedure details: In a 1 liter round bottomed, four-necked flask with condenser, CaCl2 drying tube, pneumatic stirrer and thermometer 88.2 ml of benzylcyanide, 105.6 ml of chloroacetylchloride, and 238.2 ml of carbon disulfide are added. After the solution has been cooled to 0° C., AlCl3 is slowly added. The reaction mixture is heated to 15° C. It is subsequently stirred for another 5 minutes at +2° C., 1.2 hour at room temperature and 2 hours at 40° C. CS2 is separated and the dark oil is placed on 2.5 kg ice wh... Yields the product FC(C(C(C(C(F)(F)F)(C(F)(F)F)F)=O)(C(F)(F)F)F)(F)F (1,1,1,2,4,5,5,5-octafluoro-2,4-bis(trifluoromethyl)pentan-3-one). As a reaction SMILES: [F-].[K+].FC(F)(F)C(C(F)(F)[C:14]([F:23])([C:19]([F:22])([F:21])[F:20])[C:15]([F:18])([F:17])[F:16])(C(F)(F)F)C([O-])=O.FC(F)(F)C(F)=C(F)F.[F:37][C:38]([C:46]([F:49])([F:48])[F:47])([C:42]([F:45])([F:44])[F:43])[C:39](F)=[O:40]>COCCOCCOC>[F:16][C:15]([F:18])([F:17])[C:14]([F:23])([C:19]([F:22])([F:21])[F:20])[C:39](=[O:40])[C:38]([F:37])([C:46]([F:49])([F:48])[F:47])[C:42]([F:45])([F:44])[F:43] |f:0.1|. Isolated yield 95.2%. The reactants are desired material, FC(C(=O)F)(C(F)(F)F)C(F)(F)F (perfluoroisobutyryl fluoride), [F-].[K+] (potassium fluoride), [F-].[K+] (potassium fluoride), FC(C(C(=O)[O-])(C(F)(F)F)C(C(C(F)(F)F)(C(F)(F)F)F)(F)F)(F)F (perfluoro(isobutyl isobutyrate)), FC(C(=C(F)F)F)(F)F (hexafluoropropylene), FC(C(=O)F)(C(F)(F)F)C(F)(F)F (perfluoroisobutyryl fluoride), FC(C(=C(F)F)F)(F)F (hexafluoropropylene). Procedure details: 8.1 g (0.14 mol) of anhydrous potassium fluoride, 216 g (0.50 mol) of perfluoro(isobutyl isobutyrate) and 200 g of anhydrous diglyme were charged to a clean dry 600 mL Parr pressure reactor. After cooling the reactor to <0° C., 165 g (1.10 mol) of hexafluoropropylene was added to the resulting mixture. The contents in the reactor were allowed to react overnight at 70° C. with stirring, then the reactor was allowed to cool and the excess pressure in the reactor was vented to the atmosphere. The c... The solvent is COCCOCCOC (diglyme), COCCOCCOC (diglyme). Yields the product CCCC(=O)Oc1ccc(-c2ccc(C#N)cc2)cc1. Reactants: N#Cc1ccc(-c2ccc(O)cc2)cc1, CCCC(=O)O, [Cl-], Cl, c1ccncc1, c1ccccc1, c1ccncc1. Reaction SMILES: [C:1](#[N:2])[c:3]1[cH:4][cH:5][c:6](-[c:9]2[cH:10][cH:11][c:12]([OH:15])[cH:13][cH:14]2)[cH:7][cH:8]1.[C:23]([CH2:24][CH2:25][CH3:26])(=[O:27])[OH:28].[Cl-:22].[ClH:29].[cH:16]1[cH:17][cH:18][n:19][cH:20][cH:21]1.[cH:36]1[cH:37][cH:38][cH:39][cH:40][cH:41]1.[n:30]1[cH:31][cH:32][cH:33][cH:34][cH:35]1>>[C:1](#[N:2])[c:3]1[cH:4][cH:5][c:6](-[c:9]2[cH:10][cH:11][c:12]([O:15][C:23]([CH2:24][CH2:25][CH3:26])=[O:27])[cH:13][cH:14]2)[cH:7][cH:8]1. The reactants are C(CCC)/N=C/C1=C(C(=CC=C1F)Cl)Cl (butyl-[1-(2,3-dichloro-6-fluoro-phenyl)-meth-(E)-ylidene]-amine), C(C)[Mg]Br (ethylmagnesium bromide). The reagents and catalysts are [Cl-].[Mn+2].[Cl-] (manganese(II) chloride). The product is C(CCC)/N=C/C1=C(C(=CC=C1F)Cl)CC (Butyl-[1-(3-chloro-2-ethyl-6-fluoro-phenyl)-meth-(E)-ylidene]-amine). Reaction SMILES: [CH2:1](/[N:5]=[CH:6]/[C:7]1[C:12]([F:13])=[CH:11][CH:10]=[C:9]([Cl:14])[C:8]=1Cl)[CH2:2][CH2:3][CH3:4].[CH2:16]([Mg]Br)[CH3:17]>[Cl-].[Mn+2].[Cl-]>[CH2:1](/[N:5]=[CH:6]/[C:7]1[C:12]([F:13])=[CH:11][CH:10]=[C:9]([Cl:14])[C:8]=1[CH2:16][CH3:17])[CH2:2][CH2:3][CH3:4] |f:2.3.4|. Procedure: Butyl-[1-(3-chloro-2-ethyl-6-fluoro-phenyl)-meth-(E)-ylidene]-amine was prepared from butyl-[1-(2,3-dichloro-6-fluoro-phenyl)-meth-(E)-ylidene]-amine, ethylmagnesium bromide and manganese(II) chloride in analogy to Example 194a): yellow oil; 1H-NMR (CDCl3): 0.97 (3H, t, CH3), 1.15 (3H, t, CH3), 1.43 (2H, sextet, CH2), 1.70 (2H, quintet, CH2), 3.06 (2H, q, CH2), 3.66 (2H, t, CH2), 6.88 (1H, dd, ArH), 7.34 (1H, dd, ArH), 8.51 (1H, s, CH═N).